From a dataset of the Open Reaction Database (ORD), a public repository of structured organic reaction records. describe an organic reaction: reactants, conditions, products, and yield The reactants are Cl\C=C/CI (Z-1-chloro-3-iodoprop-1-ene), [Cl-].[NH4+] (ammonium chloride), C(CCC)[Li] (n-Butyl lithium), BrC1=C(C(=C(COC2OCCCC2)C(=C1F)F)F)F (2-[4-bromo-2,3,5,6-tetrafluorobenzyloxy]-tetrahydropyran). Run in O1CCCC1 (tetrahydrofuran), O1CCCC1 (tetrahydrofuran). Reaction conditions: temperature -70 celsius, time 30 minute. Yields the product ClC=CCC1=C(C(=C(COC2OCCCC2)C(=C1F)F)F)F (2-[4-(3-chloroprop-2-en-1-yl)-2,3,5,6-tetrafluorobenzyloxy]-tetrahydropyran). Reaction SMILES: C([Li])CCC.Br[C:7]1[C:20]([F:21])=[C:19]([F:22])[C:10]([CH2:11][O:12][CH:13]2[CH2:18][CH2:17][CH2:16][CH2:15][O:14]2)=[C:9]([F:23])[C:8]=1[F:24].[Cl:25]/[CH:26]=[CH:27]\[CH2:28]I.[Cl-].[NH4+]>O1CCCC1>[Cl:25][CH:26]=[CH:27][CH2:28][C:7]1[C:20]([F:21])=[C:19]([F:22])[C:10]([CH2:11][O:12][CH:13]2[CH2:18][CH2:17][CH2:16][CH2:15][O:14]2)=[C:9]([F:23])[C:8]=1[F:24] |f:3.4|. Procedure details: n-Butyl lithium (2.5 M in hexane, 3 cm3) was added portionwise to a solution of 2-[4-bromo-2,3,5,6-tetrafluorobenzyloxy]-tetrahydropyran (1.7 g) in dry tetrahydrofuran (10 cm3) under an atmosphere of dry nitrogen, whilst the reaction temperature was maintained at -70° C. After 30 minutes, copper (I) bromide - dimethyl sulphide complex (1.54 g) was added in one portion and the reaction temperature allowed to warm to 0° C., for a period of 15 minutes. After cooling to -70° C., a solution of Z-1-ch... Starting materials: [H][H], O=C1c2ccccc2C(=O)N1c1ccccc1[N+](=O)[O-], c1ccccc1. Yields the product Nc1ccccc1N1C(=O)c2ccccc2C1=O. Reaction SMILES: [H:21][H:22].[N+:1]([O-:2])(=[O:3])[c:4]1[c:5]([N:10]2[C:11](=[O:20])[c:12]3[cH:13][cH:14][cH:15][cH:16][c:17]3[C:18]2=[O:19])[cH:6][cH:7][cH:8][cH:9]1.[cH:23]1[cH:24][cH:25][cH:26][cH:27][cH:28]1>>[NH2:1][c:4]1[c:5]([N:10]2[C:11](=[O:20])[c:12]3[cH:13][cH:14][cH:15][cH:16][c:17]3[C:18]2=[O:19])[cH:6][cH:7][cH:8][cH:9]1.